Dataset: the Open Reaction Database (ORD), a public repository of structured organic reaction records. Task: describe an organic reaction: reactants, conditions, products, and yield The reactants are C(=O)([O-])[O-].[K+].[K+] (K2CO3), ClC1=CC=C(C=C1)S(=O)(=O)N[C@H](C(=S)NC1=CC=C(C=C1)CC(=O)OCC)CCC ((S)-2-(4-chlorobenzenesulfonylamino)-N-(4-(ethoxycarbonylmethyl)phenyl)-4-methylthiobutanamide). Solvent: O (water), CO (methanol). Conditions: time 8 hour. Product: C(=O)(O)CC1=CC=C(C=C1)NC([C@H](CCC)NS(=O)(=O)C1=CC=C(C=C1)Cl)=S ((S)-N-(4-(carboxymethyl)phenyl)-2-(4-chlorobenzenesulfonylamino)-4-methylthiobutanamide). Yield: 80.6%. RXN SMILES: C([O-])([O-])=O.[K+].[K+].[Cl:7][C:8]1[CH:13]=[CH:12][C:11]([S:14]([NH:17][C@@H:18]([CH2:34][CH2:35][CH3:36])[C:19]([NH:21][C:22]2[CH:27]=[CH:26][C:25]([CH2:28][C:29]([O:31]CC)=[O:30])=[CH:24][CH:23]=2)=[S:20])(=[O:16])=[O:15])=[CH:10][CH:9]=1>O.CO>[C:29]([CH2:28][C:25]1[CH:26]=[CH:27][C:22]([NH:21][C:19](=[S:20])[C@@H:18]([NH:17][S:14]([C:11]2[CH:10]=[CH:9][C:8]([Cl:7])=[CH:13][CH:12]=2)(=[O:16])=[O:15])[CH2:34][CH2:35][CH3:36])=[CH:23][CH:24]=1)([OH:31])=[O:30] |f:0.1.2|. Procedure: A solution of K2CO3 (3.2 g) in water (40 ml) was added to a solution of (S)-2-(4-chlorobenzenesulfonylamino)-N-(4-(ethoxycarbonylmethyl)phenyl)-4-methylthiobutanamide (3.75 g) in methanol (80 ml), and the whole was stirred at room temperature overnight under argon. The reaction mixture was concentrated under reduced pressure. It was repeated 3 times in order to remove methanol completely that a small amount of purified water was added to the residue, and then the product was concentrated under r... The reactants are C(=O)C=1OC(C(N1)C1=CC=CC=C1)C1=CC=CC=C1 (2-formyl-4,5-diphenyloxazoline), C(C1=CC=CC=C1)NC1=CC=CC=C1 (N-benzylaniline), NN (hydrazine). The reagents and catalysts are [Zn] (zinc). Solvent: C(C)O (ethanol), C(C)(=O)O (acetic acid). Run at temperature 10 celsius. The product is C(C1=CC=CC=C1)N(N)C1=CC=CC=C1 (1-benzyl-1-phenylhydrazine), yellow crystals. Isolated yield 17.8%. RXN SMILES: [CH2:1]([NH:8][C:9]1[CH:14]=[CH:13][CH:12]=[CH:11][CH:10]=1)[C:2]1[CH:7]=[CH:6][CH:5]=[CH:4][CH:3]=1.NN.C(C1OC(C2C=CC=CC=2)C(C2C=CC=CC=2)[N:23]=1)=O>C(O)C.C(O)(=O)C.[Zn]>[CH2:1]([N:8]([C:9]1[CH:14]=[CH:13][CH:12]=[CH:11][CH:10]=1)[NH2:23])[C:2]1[CH:7]=[CH:6][CH:5]=[CH:4][CH:3]=1. Procedure: 1-benzyl-1-phenylhydrazine was prepared in the same manner as Synthesis Example 1 except for using 208.6 g (1.14 mol) of N-benzylaniline in place of diphenylamine. Said hydrazine was dissolved in a mixture of 1 l of ethanol and 50 ml of acetic acid, and 286 g (1.14 mol) of 2-formyl-4,5-diphenyloxazoline, represented by the formula ##STR9## was added. The resulting mixture was cooled to 10° C., and 250 g (3.82 mol) of zinc metal was added with caution not to raise the temperature over 20° C. Afte... Reactants: ClC=1C2=C(N=CN1)N(C=C2)S(=O)(=O)C2=CC=C(C=C2)C (4-chloro-7-(toluene-4-sulfonyl)-7H-pyrrolo[2,3-d]pyrimidine), 107.a, CNC1CN(CCOC1)C(=O)OC(C)(C)C (tert-butyl 6-(methylamino)-1,4-oxazepane-4-carboxylate), X.3, CCN(C(C)C)C(C)C (DIEA). Solvent: CN(C)C=O (DMF), O (H2O). The product is CN(C1CN(CCOC1)C(=O)OC(C)(C)C)C=1C2=C(N=CN1)N(C=C2)S(=O)(=O)C2=CC=C(C)C=C2 (tert-butyl 6-(methyl-(7-tosyl-7H-pyrrolo[2,3-d]pyrimidin-4-yl)amino)-1,4-oxazepane-4-carboxylate). As a reaction SMILES: Cl[C:2]1[C:3]2[CH:10]=[CH:9][N:8]([S:11]([C:14]3[CH:19]=[CH:18][C:17]([CH3:20])=[CH:16][CH:15]=3)(=[O:13])=[O:12])[C:4]=2[N:5]=[CH:6][N:7]=1.[CH3:21][NH:22][CH:23]1[CH2:29][O:28][CH2:27][CH2:26][N:25]([C:30]([O:32][C:33]([CH3:36])([CH3:35])[CH3:34])=[O:31])[CH2:24]1.CCN(C(C)C)C(C)C>CN(C=O)C.O>[CH3:21][N:22]([C:2]1[C:3]2[CH:10]=[CH:9][N:8]([S:11]([C:14]3[CH:19]=[CH:18][C:17]([CH3:20])=[CH:16][CH:15]=3)(=[O:13])=[O:12])[C:4]=2[N:5]=[CH:6][N:7]=1)[CH:23]1[CH2:29][O:28][CH2:27][CH2:26][N:25]([C:30]([O:32][C:33]([CH3:36])([CH3:35])[CH3:34])=[O:31])[CH2:24]1. Reported procedure: A solution of 4-chloro-7-(toluene-4-sulfonyl)-7H-pyrrolo[2,3-d]pyrimidine (110 mg (0.36 mmol) 107.a, of tert-butyl 6-(methylamino)-1,4-oxazepane-4-carboxylate (84 mg (0.36 mmol) X.3, and DIEA (0.127 mL (0.730 mmol) in DMF (2.8 mL) was heated at 90° C. in a sealed tube for 18 hr. The mixture was diluted with H2O and extracted with EtOAc (2×). The combined organics were washed with H2O and brine, dried over MgSO4, filtered, and concentrated in vacuo, absorbing onto 4 g SiO2. Purification by flash ...